This data is from the Open Reaction Database (ORD), a public repository of structured organic reaction records. The task is: describe an organic reaction: reactants, conditions, products, and yield Starting materials: CO, Cc1n[nH]c(N)c1-c1nc2ccc(S(=O)(=O)Cl)cc2s1, NCc1ccc(N)cc1. Yields the product Cc1n[nH]c(N)c1-c1nc2ccc(S(=O)(=O)NCc3ccc(N)cc3)cc2s1. RXN SMILES: [CH3:30][OH:31].[NH2:1][c:2]1[c:3](-[c:8]2[s:9][c:10]3[c:11]([n:12]2)[cH:13][cH:14][c:15]([S:17](=[O:18])(=[O:19])[Cl:20])[cH:16]3)[c:4]([CH3:7])[n:5][nH:6]1.[NH2:21][CH2:22][c:23]1[cH:24][cH:25][c:26]([NH2:29])[cH:27][cH:28]1>>[NH2:1][c:2]1[c:3](-[c:8]2[s:9][c:10]3[c:11]([n:12]2)[cH:13][cH:14][c:15]([S:17](=[O:18])(=[O:19])[NH:21][CH2:22][c:23]2[cH:24][cH:25][c:26]([NH2:29])[cH:27][cH:28]2)[cH:16]3)[c:4]([CH3:7])[n:5][nH:6]1. The reactants are C(=O)(N1C=NC=C1)N1C=NC=C1 (1,1'-carbonyldiimidazole), C(=O)(OC(C)(C)C)N[C@@H](CC1=CC=CC=C1)C(=O)O (Boc-phenylalanine). The solvent is C1CCOC1 (THF). Product: C(=O)(OC(C)(C)C)N[C@@H](CC1=CC=CC=C1)C(=O)O.C(=O)(N1C=NC=C1)N1C=NC=C1 (carbonyldiimidazole Boc-phenylalanine). RXN SMILES: [C:1]([N:8]1[CH:12]=[CH:11][N:10]=[CH:9]1)([N:3]1[CH:7]=[CH:6][N:5]=[CH:4]1)=[O:2].[C:13]([NH:20][C@H:21]([C:29]([OH:31])=[O:30])[CH2:22][C:23]1[CH:28]=[CH:27][CH:26]=[CH:25][CH:24]=1)([O:15][C:16]([CH3:19])([CH3:18])[CH3:17])=[O:14]>C1COCC1>[C:13]([NH:20][C@H:21]([C:29]([OH:31])=[O:30])[CH2:22][C:23]1[CH:24]=[CH:25][CH:26]=[CH:27][CH:28]=1)([O:15][C:16]([CH3:18])([CH3:17])[CH3:19])=[O:14].[C:1]([N:3]1[CH:7]=[CH:6][N:5]=[CH:4]1)([N:8]1[CH:12]=[CH:11][N:10]=[CH:9]1)=[O:2] |f:3.4|. Procedure details: In an argon atmosphere and under anhydrous conditions, 2.42 moles (391.8 g) of 1,1'-carbonyldiimidazole (CDI) and 3 liters of dry THF were mixed in a reactor. 1.89 moles (502.3 g) of Boc-phenylalanine was then added in five portions to the reactor to form a carbonyldiimidazole Boc-phenylalanine solution. Vigorous gas evolution was observed from the reaction. The mixture was refluxed for one hour and subsequently cooled to about 30° C.